The task is: describe an organic reaction: reactants, conditions, products, and yield. This data is from the Open Reaction Database (ORD), a public repository of structured organic reaction records. The reactants are CC1CNC(C)CN1, N#Cc1ccc(F)cc1C(F)(F)F, CN(C)C=O, O. Product: CC1CN(c2ccc(C#N)c(C(F)(F)F)c2)C(C)CN1. RXN SMILES: [CH3:14][CH:15]1[NH:16][CH2:17][CH:18]([CH3:21])[NH:19][CH2:20]1.[F:1][c:2]1[cH:3][c:4]([C:10]([F:11])([F:12])[F:13])[c:5]([C:6]#[N:7])[cH:8][cH:9]1.[O:23]=[CH:24][N:25]([CH3:26])[CH3:27].[OH2:22]>>[c:2]1([N:16]2[CH:15]([CH3:14])[CH2:20][NH:19][CH:18]([CH3:21])[CH2:17]2)[cH:3][c:4]([C:10]([F:11])([F:12])[F:13])[c:5]([C:6]#[N:7])[cH:8][cH:9]1. Starting materials: C1CC(=O)N(C1=O)Br (NBS), FS(C=1C=C(N)C=CC1)(F)(F)(F)F (3-(pentafluoro-λ6-sulfanyl)aniline), O (H2O). Solvent: CN(C)C=O (DMF). Run at time 4 hour. Yields the product BrC1=C(C=C(N)C=C1)S(F)(F)(F)(F)F (4-bromo-3-(pentafluoro-λ6-sulfanyl)aniline). The yield is 60.1%. Reaction SMILES: [F:1][S:2]([F:13])([F:12])([F:11])([F:10])[C:3]1[CH:4]=[C:5]([CH:7]=[CH:8][CH:9]=1)[NH2:6].C1C(=O)N([Br:21])C(=O)C1.O>CN(C=O)C>[Br:21][C:9]1[CH:8]=[CH:7][C:5]([NH2:6])=[CH:4][C:3]=1[S:2]([F:10])([F:11])([F:12])([F:13])[F:1]. Procedure: To a solution of 3-(pentafluoro-λ6-sulfanyl)aniline (13.46 g, 61.4 mmol) in DMF (123 ml) stirred in a 500 mL round-bottomed flask in an ice bath under a nitrogen atmosphere, NBS (12.02 g, 67.6 mmol) was added in one portion. The resulting mixture was stirred at room temperature for 4 hr. The reaction was worked up by the addition of H2O and extracted with EtOAc (2×100 mL). The combined organic layer was washed with H2O and brine. The organic layer was dried over MgSO4, filtered and evaporated. T...